From a dataset of the Open Reaction Database (ORD), a public repository of structured organic reaction records. describe an organic reaction: reactants, conditions, products, and yield The reactants are ClC1=NC=C(C(=N1)NC=1C=C(C=CC1)CCC=1C=C(C=NC1)NC(OC(C)(C)C)=O)F (tert-butyl [5-(2-{3-[(2-chloro-5-fluoropyrimidin-4-yl)amino]phenyl}ethyl)pyridin-3-yl]carbamate), CO (methanol), Cl (hydrogen chloride). The solvent is O1CCOCC1 (1,4-dioxane). Reaction conditions: time 2 hour. Yields the product Cl.Cl.NC=1C=C(C=NC1)CCC=1C=C(C=CC1)NC1=NC(=NC=C1F)Cl (N-{3-[2-(5-Aminopyridin-3-yl)ethyl]phenyl}-2-chloro-5-fluoropyrimidin-4-amine dihydrochloride). Yield: 97.0%. As a reaction SMILES: [Cl:1][C:2]1[N:7]=[C:6]([NH:8][C:9]2[CH:10]=[C:11]([CH2:15][CH2:16][C:17]3[CH:18]=[C:19]([NH:23]C(=O)OC(C)(C)C)[CH:20]=[N:21][CH:22]=3)[CH:12]=[CH:13][CH:14]=2)[C:5]([F:31])=[CH:4][N:3]=1.CO.[ClH:34]>O1CCOCC1>[ClH:1].[ClH:34].[NH2:23][C:19]1[CH:18]=[C:17]([CH2:16][CH2:15][C:11]2[CH:10]=[C:9]([NH:8][C:6]3[C:5]([F:31])=[CH:4][N:3]=[C:2]([Cl:1])[N:7]=3)[CH:14]=[CH:13][CH:12]=2)[CH:22]=[N:21][CH:20]=1 |f:4.5.6|. Procedure details: Into a reaction flask were added tert-butyl [5-(2-{3-[(2-chloro-5-fluoropyrimidin-4-yl)amino]phenyl}ethyl)pyridin-3-yl]carbamate (48 mg, 0.11 mmol), methanol (0.50 mL) and 4.0 M of hydrogen chloride in 1,4-dioxane (0.50 mL). The reaction mixture was stirred at rt for 2 h and then concentrated under vacuum to give the desired product as an off-white powder (35 mg, 97%). LCMS for C17H16ClFN5 (M+H)+: m/z=344.0.